describe an organic reaction: reactants, conditions, products, and yield From a dataset of the Open Reaction Database (ORD), a public repository of structured organic reaction records. Reactants: S1C=C(C=C1)CC[C@@H]1NCCNC1 ((S)-2-(2-thiophen-3-yl-ethyl)-piperazine), S1C(=CC=C1)CC[C@@H]1NCCNC1 ((S)-2-(2-thiophen-2-yl-ethyl)-piperazine), FC(S(=O)(=O)OC)(F)F (methyl trifluoromethanesulfonate), CC1=CC=2C(NC3=C(NC2S1)C=CC=C3)=S (2-methyl-4,9-dihydro-3-thia-4,9-diaza-benzo[f]azulene-10-thione). The solvent is N1=CC=CC=C1 (pyridine), ClCCl (dichloromethane), CO.ClCCl (methanol dichloromethane). Reaction conditions: temperature 0 celsius, time 2 hour. The product is CC1=CC=2C(=NC3=C(NC2S1)C=CC=C3)N3C[C@@H](NCC3)CCC3=CSC=C3 ((S)-2-Methyl-10-[3-(2-thiophen-3-yl-ethyl)-piperazin-1-yl]-4H-3-thia-4,9-diaza-benzo[f]azulene). Reaction SMILES: FC(F)(F)S(OC)(=O)=O.[CH3:10][C:11]1[S:20][C:19]2[NH:18][C:17]3[CH:21]=[CH:22][CH:23]=[CH:24][C:16]=3[NH:15][C:14](=S)[C:13]=2[CH:12]=1.[S:26]1[CH:30]=[CH:29][C:28]([CH2:31][CH2:32][C@H:33]2[CH2:38][NH:37][CH2:36][CH2:35][NH:34]2)=[CH:27]1.S1C=CC=C1CC[C@H]1CNCCN1>ClCCl.CO.ClCCl.N1C=CC=CC=1>[CH3:10][C:11]1[S:20][C:19]2[NH:18][C:17]3[CH:21]=[CH:22][CH:23]=[CH:24][C:16]=3[N:15]=[C:14]([N:37]3[CH2:36][CH2:35][NH:34][C@@H:33]([CH2:32][CH2:31][C:28]4[CH:29]=[CH:30][S:26][CH:27]=4)[CH2:38]3)[C:13]=2[CH:12]=1 |f:5.6|. Procedure details: Add methyl trifluoromethanesulfonate (241 μL, 2.13 mmol) to a 0° C. slurry of 2-methyl-4,9-dihydro-3-thia-4,9-diaza-benzo[f]azulene-10-thione (437 mg, 1.77 mmol) in dichloromethane (5 mL). Stir 2 h at 0° C. then warm to ambient temperature and stir 16 h. Concentrate the reaction to an orange powder. Add a 6:1 mixture of (S)-2-(2-thiophen-3-yl-ethyl)-piperazine and (S)-2-(2-thiophen-2-yl-ethyl)-piperazine (346 mg, 1.76 mmol) and pyridine (5 mL). Heat to reflux for 7.5 h and stir at ambient temper... Reactants: CCOC(=O)C(C)Br, COc1ccc(O)cc1, [K+], [K+], O=C([O-])[O-], CN(C)C=O. Yields the product CCOC(=O)C(C)Oc1ccc(OC)cc1. As a reaction SMILES: [Br:16][CH:17]([C:18](=[O:19])[O:20][CH2:21][CH3:22])[CH3:23].[CH3:1][O:2][c:3]1[cH:4][cH:5][c:6]([OH:9])[cH:7][cH:8]1.[K+:10].[K+:11].[O-:12][C:13]([O-:14])=[O:15].[O:24]=[CH:25][N:26]([CH3:27])[CH3:28]>>[CH3:1][O:2][c:3]1[cH:4][cH:5][c:6]([O:9][CH:17]([C:18](=[O:19])[O:20][CH2:21][CH3:22])[CH3:23])[cH:7][cH:8]1. The reactants are CC=1NC=CN1 (2-methylimidazole), ClC1=CC2=C(N=CN=C2NCC2=CC(=CC=C2)[N+](=O)[O-])S1 (6-chloro-4-(3-nitrobenzylamino)-thieno-[2,3-d]-pyrimidine). Yields the product CC=1N(C=CN1)C=1N=C(C2=C(N1)SC=C2)NCC2=CC(=CC=C2)[N+](=O)[O-] (2-(2-methylimidazol-1-yl)-4-(3-nitrobenzylamino)-thieno-[2,3-d]-pyrimidine). Reaction SMILES: [CH3:1][C:2]1[NH:3][CH:4]=[CH:5][N:6]=1.Cl[C:8]1[S:27][C:11]2[N:12]=[CH:13][N:14]=[C:15]([NH:16][CH2:17][C:18]3[CH:23]=[CH:22][CH:21]=[C:20]([N+:24]([O-:26])=[O:25])[CH:19]=3)[C:10]=2[CH:9]=1>>[CH3:1][C:2]1[N:3]([C:13]2[N:14]=[C:15]([NH:16][CH2:17][C:18]3[CH:23]=[CH:22][CH:21]=[C:20]([N+:24]([O-:26])=[O:25])[CH:19]=3)[C:10]3[CH:9]=[CH:8][S:27][C:11]=3[N:12]=2)[CH:4]=[CH:5][N:6]=1. Procedure: Following the procedure of Example 97, the reaction of 2-methylimidazole with 6-chloro-4-(3-nitrobenzylamino)-thieno-[2,3-d]-pyrimidine gives 2-(2-methylimidazol-1-yl)-4-(3-nitrobenzylamino)-thieno-[2,3-d]-pyrimidine. Reactants: CC#N, CCCCCCC, ClC(Cl)Cl, CCOC(=O)C(Cl)C(O)c1ccccc1, Cl, O=P([O-])([O-])[O-], O. The product is O=C(O)C(Cl)C(O)c1ccccc1. As a reaction SMILES: [C:17](#[N:18])[CH3:19].[CH3:21][CH2:22][CH2:23][CH2:24][CH2:25][CH2:26][CH3:27].[CH:33]([Cl:34])([Cl:35])[Cl:36].[Cl:1][CH:2]([C:3](=[O:4])[O:5][CH2:6][CH3:7])[CH:8]([c:9]1[cH:10][cH:11][cH:12][cH:13][cH:14]1)[OH:15].[ClH:20].[O-:28][P:29](=[O:30])([O-:31])[O-:32].[OH2:16]>>[Cl:1][CH:2]([C:3](=[O:4])[OH:5])[CH:8]([c:9]1[cH:10][cH:11][cH:12][cH:13][cH:14]1)[OH:15]. Reactants: BrC1=CSC2=C1C(=NC=C2)N (3-bromothieno[3,2-c]pyridin-4-amine), CC1(OB(OC1(C)C)C=1C=C2CCN(C2=CC1)C(=O)OC(C)(C)C)C (1,1-dimethylethyl 5-(4,4,5,5-tetramethyl-1,3,2-dioxaborolan-2-yl)-2,3-dihydro-1H-indole-1-carboxylate), C([O-])([O-])=O.[K+].[K+] (potassium carbonate). Reagents/catalysts: C1=CC=C(C=C1)P([C-]2C=CC=C2)C3=CC=CC=C3.C1=CC=C(C=C1)P([C-]2C=CC=C2)C3=CC=CC=C3.Cl[Pd]Cl.[Fe+2].C(Cl)Cl (PdCl2(dppf) CH2Cl2). Run in O1CCOCC1 (1,4-Dioxane). Yields the product NC1=NC=CC2=C1C(=CS2)C=2C=C1CCN(C1=CC2)C(=O)OC(C)(C)C (1,1-dimethylethyl 5-(4-aminothieno[3,2-c]pyridin-3-yl)-2,3-dihydro-1H-indole-1-carboxylate). The yield is 115.8%. RXN SMILES: Br[C:2]1[C:6]2[C:7]([NH2:11])=[N:8][CH:9]=[CH:10][C:5]=2[S:4][CH:3]=1.CC1(C)C(C)(C)OB([C:20]2[CH:21]=[C:22]3[C:26](=[CH:27][CH:28]=2)[N:25]([C:29]([O:31][C:32]([CH3:35])([CH3:34])[CH3:33])=[O:30])[CH2:24][CH2:23]3)O1.C(=O)([O-])[O-].[K+].[K+]>C1C=CC(P(C2C=CC=CC=2)[C-]2C=CC=C2)=CC=1.C1C=CC(P(C2C=CC=CC=2)[C-]2C=CC=C2)=CC=1.Cl[Pd]Cl.[Fe+2].C(Cl)Cl.O1CCOCC1>[NH2:11][C:7]1[C:6]2[C:2]([C:20]3[CH:21]=[C:22]4[C:26](=[CH:27][CH:28]=3)[N:25]([C:29]([O:31][C:32]([CH3:35])([CH3:34])[CH3:33])=[O:30])[CH2:24][CH2:23]4)=[CH:3][S:4][C:5]=2[CH:10]=[CH:9][N:8]=1 |f:2.3.4,5.6.7.8.9|. Procedure: To a 250 mL round bottom flask was added 3-bromothieno[3,2-c]pyridin-4-amine (2.65 g, 11.59 mmol), 1,1-dimethylethyl 5-(4,4,5,5-tetramethyl-1,3,2-dioxaborolan-2-yl)-2,3-dihydro-1H-indole-1-carboxylate (5 g, 14.48 mmol), 1,4-Dioxane (50 mL) and 2M potassium carbonate (21.72 mL, 43.4 mmol). The reaction was capped and flushed with N2 then PdCl2(dppf)-CH2Cl2 adduct (0.591 g, 0.724 mmol) was added. The reaction was then refluxed overnight under an inert atmosphere. The reaction mixture was cooled to...